Dataset: the Open Reaction Database (ORD), a public repository of structured organic reaction records. Task: describe an organic reaction: reactants, conditions, products, and yield Reactants: C(CCC)(=O)C=1C=NC2=C(C=CC=C2C1NC1=C(C=CC=C1)C)N1C(C=2C(C1=O)=CC=CC2)=O (3-Butyryl-4-(2-methylphenylamino)-8-phthalimidoquinoline), O.NN (hydrazine hydrate). The solvent is C(C)O (ethanol). The product is NC=1C=CC=C2C(=C(C=NC12)C(CCC)=O)NC1=C(C=CC=C1)C (8-amino-3-butyryl-4-(2-methylphenylamino)quinoline). Isolated yield 86.1%. Reaction SMILES: [C:1]([C:6]1[CH:7]=[N:8][C:9]2[C:14]([C:15]=1[NH:16][C:17]1[CH:22]=[CH:21][CH:20]=[CH:19][C:18]=1[CH3:23])=[CH:13][CH:12]=[CH:11][C:10]=2[N:24]1C(=O)C2=CC=CC=C2C1=O)(=[O:5])[CH2:2][CH2:3][CH3:4].O.NN>C(O)C>[NH2:24][C:10]1[CH:11]=[CH:12][CH:13]=[C:14]2[C:9]=1[N:8]=[CH:7][C:6]([C:1](=[O:5])[CH2:2][CH2:3][CH3:4])=[C:15]2[NH:16][C:17]1[CH:22]=[CH:21][CH:20]=[CH:19][C:18]=1[CH3:23] |f:1.2|. Reported procedure: 3-Butyryl-4-(2-methylphenylamino)-8-phthalimidoquinoline (9.0 g, 0.02 moles) and hydrazine hydrate (1.5 ml) were heated together under reflux in ethanol (100 ml) for 2 hours. The solvent was evaporated and the residue was stirred in chloroform, filtered and the filtrate concentrated and chromatographed (silica gel chloroform) to give 8-amino-3-butyryl-4-(2-methylphenylamino)quinoline (5.5 g, 86%), as a bright yellow oil which crystallized on standing, m.p. 108°-10° C. The reactants are CC1=NN=C2C=3C=C(C(=NC3C=CN21)C2=CC=C(C=O)C=C2)C2=CC=CC=C2 (4-(3-methyl-9-phenyl[1,2,4]triazolo[3,4-f]-1,6-naphthyridin-8-yl)benzaldehyde), NC(C(=O)O)(CC(C)C)C (2-amino-2,4-dimethylpentanoic acid). Run in CN(C)C=O (DMF). Conditions: temperature 150 celsius. Product: CC1=NN=C2C=3C=C(C(=NC3C=CN21)C2=CC=C(CN)C=C2)C2=CC=CC=C2 (4-(3-Methyl-9-phenyl-[1,2,4]triazolo[3,4-f][1,6]naphthyridin-8-yl)-benzylamine). Reaction SMILES: [CH3:1][C:2]1[N:14]2[C:5]([C:6]3[CH:7]=[C:8]([C:23]4[CH:28]=[CH:27][CH:26]=[CH:25][CH:24]=4)[C:9]([C:15]4[CH:22]=[CH:21][C:18]([CH:19]=O)=[CH:17][CH:16]=4)=[N:10][C:11]=3[CH:12]=[CH:13]2)=[N:4][N:3]=1.[NH2:29]C(C)(CC(C)C)C(O)=O>CN(C=O)C>[CH3:1][C:2]1[N:14]2[C:5]([C:6]3[CH:7]=[C:8]([C:23]4[CH:28]=[CH:27][CH:26]=[CH:25][CH:24]=4)[C:9]([C:15]4[CH:22]=[CH:21][C:18]([CH2:19][NH2:29])=[CH:17][CH:16]=4)=[N:10][C:11]=3[CH:12]=[CH:13]2)=[N:4][N:3]=1. Procedure details: A suspension of 4-(3-methyl-9-phenyl[1,2,4]triazolo[3,4-f]-1,6-naphthyridin-8-yl)benzaldehyde (13, 0.25 g, 0.69 mmol) and 2-amino-2,4-dimethylpentanoic acid (3-7, 0.101 g, 0.69 mmol) in DMF (3 mL) was heated at 150° C. for 30 min. The reaction mixture cooled and the solvent was removed in vacuo. The crude residue was dissolved in 3N HCl (2.5 mL) and was heated at 100° C. for 30 min. The mixture was cooled and purified via reverse phase HPLC (5-65% acetonitrile/water over 15 min) to give, upon ev...